Dataset: the Open Reaction Database (ORD), a public repository of structured organic reaction records. Task: describe an organic reaction: reactants, conditions, products, and yield Reactants: CNC1CNCC1 (3-Methylaminopyrrolidine), BrCCC1=CC=CC=C1 (2-bromoethylbenzene). Yields the product CNC1CN(CC1)CCC1=CC=CC=C1 (3 -methylamino-1-(2-phenylethyl)pyrrolidine). As a reaction SMILES: [CH3:1][NH:2][CH:3]1[CH2:7][CH2:6][NH:5][CH2:4]1.Br[CH2:9][CH2:10][C:11]1[CH:16]=[CH:15][CH:14]=[CH:13][CH:12]=1>>[CH3:1][NH:2][CH:3]1[CH2:7][CH2:6][N:5]([CH2:9][CH2:10][C:11]2[CH:16]=[CH:15][CH:14]=[CH:13][CH:12]=2)[CH2:4]1. Procedure details: 3-Methylaminopyrrolidine and 2-bromoethylbenzene are reacted under the same conditions as in Starting Material Synthetic Example 4 to give 3 -methylamino-1-(2-phenylethyl)pyrrolidine.